From a dataset of the Open Reaction Database (ORD), a public repository of structured organic reaction records. describe an organic reaction: reactants, conditions, products, and yield Reactants: ice, FC(C(=O)O)(F)F (Trifluoroacetic acid), [N-]=[N+]=[N-].[Na+] (sodium azide), C(#N)C(=O)OCC (ethyl cyanoformate). Solvent: N1=C(C=CC=C1C)C (2,6lutidine). Reaction conditions: time 6 hour. The product is C(C)OC(=O)C1=NN=NN1 (ethyl-1H-tetrazole-5-carboxylate). The yield is 52.6%. As a reaction SMILES: FC(F)(F)C(O)=O.[N-:8]=[N+:9]=[N-:10].[Na+].[C:12]([C:14]([O:16][CH2:17][CH3:18])=[O:15])#[N:13]>N1C(C)=CC=CC=1C>[CH2:17]([O:16][C:14]([C:12]1[NH:13][N:10]=[N:9][N:8]=1)=[O:15])[CH3:18] |f:1.2|. Procedure details: Trifluoroacetic acid (24.47 g, 0.21M) was added dropwise over 0.5 hr under nitrogen to a stirred suspension of sodium azide (12.59 g, 0.19M) in 2,6lutidine (100 ml) at 8° to 12°. After stirring for 7 minutes ethyl cyanoformate (20.4 g, 0.20M) was added in one portion. The mixture was heated and stirred at 75° for 6 hours and then, after cooling, stirred at 20° for 16 hr. After cooling to 10° the mixture was added to ice (250 g) and 11 molar hydrochloric add (100 ml) keeping the temperature below... Reactants: CCN=C=NCCCN(C)C, CCN(C(C)C)C(C)C, Cl, O=C(O)c1ccnn(-c2ccc(F)cc2)c1=O, Nc1ccc(Oc2ccnc3cc(C4=CCC5(CC4)OCCO5)sc23)c(F)c1, CN(C)C=O, On1nnc2ccccc21. Yields the product O=C(Nc1ccc(Oc2ccnc3cc(C4=CCC5(CC4)OCCO5)sc23)c(F)c1)c1ccnn(-c2ccc(F)cc2)c1=O. Reaction SMILES: [CH2:47]([N:48]=[C:49]=[N:50][CH2:51][CH2:52][CH2:53][N:54]([CH3:55])[CH3:56])[CH3:57].[CH2:68]([N:69]([CH:70]([CH3:71])[CH3:72])[CH:73]([CH3:74])[CH3:75])[CH3:76].[ClH:46].[F:29][c:30]1[cH:31][cH:32][c:33](-[n:36]2[n:37][cH:38][cH:39][c:40]([C:43](=[O:44])[OH:45])[c:41]2=[O:42])[cH:34][cH:35]1.[O:1]1[CH2:2][CH2:3][O:4][C:5]12[CH2:6][CH:7]=[C:8]([c:11]1[cH:12][c:13]3[n:14][cH:15][cH:16][c:17]([O:20][c:21]4[c:22]([F:28])[cH:23][c:24]([NH2:25])[cH:26][cH:27]4)[c:18]3[s:19]1)[CH2:9][CH2:10]2.[O:77]=[CH:78][N:79]([CH3:80])[CH3:81].[n:58]1([OH:59])[c:60]2[cH:61][cH:62][cH:63][cH:64][c:65]2[n:66][n:67]1>>[O:1]1[CH2:2][CH2:3][O:4][C:5]12[CH2:6][CH:7]=[C:8]([c:11]1[cH:12][c:13]3[n:14][cH:15][cH:16][c:17]([O:20][c:21]4[c:22]([F:28])[cH:23][c:24]([NH:25][C:43]([c:40]5[cH:39][cH:38][n:37][n:36](-[c:33]6[cH:32][cH:31][c:30]([F:29])[cH:35][cH:34]6)[c:41]5=[O:42])=[O:44])[cH:26][cH:27]4)[c:18]3[s:19]1)[CH2:9][CH2:10]2. Reactants: [H-].[Al+3].[Li+].[H-].[H-].[H-] (Lithium aluminium hydride), C(C1=CC=CC=C1)OC1=CC=C(CN2N=C(C(=C2)C(=O)OCC)C2=CC=C(C=C2)F)C=C1 (ethyl 1-(4-benzyloxybenzyl)-3-(4-fluorophenyl)-1H-pyrazole-4-carboxylate), O.O.O.O.O.O.O.O.O.O.S(=O)(=O)([O-])[O-].[Na+].[Na+] (Sodium sulfate decahydrate), CCCCCC (hexane). The solvent is O1CCCC1 (tetrahydrofuran). Run at time 1 hour. The product is C(C1=CC=CC=C1)OC1=CC=C(CN2N=C(C(=C2)CO)C2=CC=C(C=C2)F)C=C1 (1-(4-benzyloxybenzyl)-3-(4-fluorophenyl)-1H-pyrazol-4-ylmethanol). Isolated yield 94.7%. As a reaction SMILES: [H-].[Al+3].[Li+].[H-].[H-].[H-].[CH2:7]([O:14][C:15]1[CH:38]=[CH:37][C:18]([CH2:19][N:20]2[CH:24]=[C:23]([C:25](OCC)=[O:26])[C:22]([C:30]3[CH:35]=[CH:34][C:33]([F:36])=[CH:32][CH:31]=3)=[N:21]2)=[CH:17][CH:16]=1)[C:8]1[CH:13]=[CH:12][CH:11]=[CH:10][CH:9]=1.O.O.O.O.O.O.O.O.O.O.S([O-])([O-])(=O)=O.[Na+].[Na+].CCCCCC>O1CCCC1>[CH2:7]([O:14][C:15]1[CH:38]=[CH:37][C:18]([CH2:19][N:20]2[CH:24]=[C:23]([CH2:25][OH:26])[C:22]([C:30]3[CH:31]=[CH:32][C:33]([F:36])=[CH:34][CH:35]=3)=[N:21]2)=[CH:17][CH:16]=1)[C:8]1[CH:9]=[CH:10][CH:11]=[CH:12][CH:13]=1 |f:0.1.2.3.4.5,7.8.9.10.11.12.13.14.15.16.17.18.19|. Procedure: Lithium aluminium hydride (1.33 g) was added to a solution of ethyl 1-(4-benzyloxybenzyl)-3-(4-fluorophenyl)-1H-pyrazole-4-carboxylate (15.1 g) in tetrahydrofuran (300 ml) at 0° C., which was stirred at room temperature for 1 hour. Sodium sulfate decahydrate (12.26 g) and hexane (100 ml) was added to the reaction mixture, which was stirred at room temperature for 1 hour. After the precipitate was removed by filtration, the filtrate was concentrated to obtain 1-(4-benzyloxybenzyl)-3-(4-fluorophen... Reactants: C1(CCCCC1)CC(C/C=C/[C@@H]1[C@H]([C@H](CC1)O)CCSC=1SC=C(N1)C(=O)OCC)(C)O (ethyl 2-[(2-{(1R,2R,5S)-2-[(1E)-5-cyclohexyl-4-hydroxy-4-methyl-1-pentenyl]-5-hydroxycyclopentyl}ethyl)thio]-1,3-thiazole-4-carboxyl ate), C(C)(=O)OCC (ethyl acetate), C(C)(C)N(CC)C(C)C (diisopropylethylamine), O (Water). Run in CS(=O)C (dimethylsulfoxide). Conditions: time 30 minute. Yields the product C1(CCCCC1)CC(C/C=C/[C@@H]1[C@H](C(CC1)=O)CCSC=1SC=C(N1)C(=O)OCC)(C)O (ethyl 2-[(2-{(1R,2R)-2-[(1E)-5-cyclohexyl-4-hydroxy-4-methyl-1-pentenyl]-5-oxocyclopentyl}ethyl)thio]-1,3-thiazole-4-carboxylate). Isolated yield 63.9%. As a reaction SMILES: [CH:1]1([CH2:7][C:8]([OH:32])([CH3:31])[CH2:9]/[CH:10]=[CH:11]/[C@H:12]2[CH2:16][CH2:15][C@H:14]([OH:17])[C@@H:13]2[CH2:18][CH2:19][S:20][C:21]2[S:22][CH:23]=[C:24]([C:26]([O:28][CH2:29][CH3:30])=[O:27])[N:25]=2)[CH2:6][CH2:5][CH2:4][CH2:3][CH2:2]1.C(OCC)(=O)C.C(N(C(C)C)CC)(C)C.O>CS(C)=O>[CH:1]1([CH2:7][C:8]([OH:32])([CH3:31])[CH2:9]/[CH:10]=[CH:11]/[C@H:12]2[CH2:16][CH2:15][C:14](=[O:17])[C@@H:13]2[CH2:18][CH2:19][S:20][C:21]2[S:22][CH:23]=[C:24]([C:26]([O:28][CH2:29][CH3:30])=[O:27])[N:25]=2)[CH2:2][CH2:3][CH2:4][CH2:5][CH2:6]1. Reported procedure: To a solution of the compound 51 (242 mg) in dimethylsulfoxide (2.0 mL)/ethyl acetate (4.0 mL) were added diisopropylethylamine (0.70 mL) and sulfur trioxide-pyridine complex (320 mg) at 10° C. and the solution was stirred for 30 minutes. Water was added to the reaction solution, which was extracted with ethyl acetate. The organic layer was washed 1N hydrochloric acid, water and brine, anhydrous sodium sulfate and concentrated. The obtained residue was purified by column chromatography on silica... Starting materials: CO, O, O=C(O)c1ccc(O)c(O)c1, O=S(=O)(O)O. Product: COC(=O)c1ccc(O)c(O)c1. Reaction SMILES: [CH3:12][OH:13].[OH2:19].[OH:1][c:2]1[cH:3][c:4]([C:5](=[O:6])[OH:7])[cH:8][cH:9][c:10]1[OH:11].[S:14](=[O:15])(=[O:16])([OH:17])[OH:18]>>[OH:1][c:2]1[cH:3][c:4]([C:5]([O:6][CH3:12])=[O:7])[cH:8][cH:9][c:10]1[OH:11]. The solvent is C(C)OCC (diethylether), CO (methanol). As a reaction SMILES: [CH2:1]([O:8][C@H:9]1[C@H:13]([O:14][CH2:15][C:16]2[CH:21]=[CH:20][CH:19]=[CH:18][CH:17]=2)[CH2:12][NH:11][C@@H:10]1[CH2:22][O:23][CH2:24][C:25]1[CH:30]=[CH:29][CH:28]=[CH:27][CH:26]=1)[C:2]1[CH:7]=[CH:6][CH:5]=[CH:4][CH:3]=1.[CH3:31][CH2:32][CH2:33][CH:34]=O.C([BH3-])#N.[Na+].Cl>CO.C(OCC)C>[CH2:1]([O:8][C@H:9]1[C@H:13]([O:14][CH2:15][C:16]2[CH:17]=[CH:18][CH:19]=[CH:20][CH:21]=2)[CH2:12][N:11]([CH2:31][CH2:32][CH2:33][CH3:34])[C@@H:10]1[CH2:22][O:23][CH2:24][C:25]1[CH:30]=[CH:29][CH:28]=[CH:27][CH:26]=1)[C:2]1[CH:3]=[CH:4][CH:5]=[CH:6][CH:7]=1 |f:2.3|. Run at time 24 hour. Reactants: Cl (hydrogen chloride), C(C1=CC=CC=C1)O[C@@H]1[C@H](NC[C@H]1OCC1=CC=CC=C1)COCC1=CC=CC=C1 ((2R,3R,4R)-3,4-dibenzyloxy-2-benzyloxymethylpyrrolidine), C(C1=CC=CC=C1)O[C@@H]1[C@H](NC[C@H]1OCC1=CC=CC=C1)COCC1=CC=CC=C1 ((2R,3R,4R)-3,4-dibenzyloxy-2-benzyloxymethylpyrrolidine), CCCC=O (Butyric aldehyde), C(#N)[BH3-].[Na+] (sodium cyanoborohydride). Procedure: (2R,3R,4R)-3,4-Dibenzyloxy-2-benzyloxymethylpyrrolidine (Compound 1) (0.7 g, 1.7 mmol) was dissolved in dry methanol. Butyric aldehyde (0.153 ml, 1.7 mmol) and sodium cyanoborohydride (0.107 g, 1.7 mmol) was added. A solution of anhydrous hydrogen chloride in diethylether (2 M) was added dropwise until pH 6. The resulting mixture was stirred for 24 hours at room temperature under a nitrogen atmosphere and evaporated in vacuo. Addition of 1M sodium hydroxide (50 ml), extraction of the product wit... Product: C(C1=CC=CC=C1)O[C@@H]1[C@H](N(C[C@H]1OCC1=CC=CC=C1)CCCC)COCC1=CC=CC=C1 ((2R,3R,4R)-3,4-Dibenzyloxy-2-benzyloxymethyl-1-butylpyrrolidine). Reactants: Cc1nc2cccc3nc(SCCCCCN4C(=O)c5ccccc5C4=O)c1n23, CCO, O. Yields the product Cc1nc2cccc3nc(SCCCCCN)c1n23. Reaction SMILES: [CH3:1][c:2]1[n:3][c:4]2[n:5]3[c:6]1[c:7]([S:13][CH2:14][CH2:15][CH2:16][CH2:17][CH2:18][N:19]1[C:20](=[O:21])[c:22]4[cH:23][cH:24][cH:25][cH:26][c:27]4[C:28]1=[O:29])[n:8][c:9]3[cH:10][cH:11][cH:12]2.[CH3:31][CH2:32][OH:33].[OH2:30]>>[CH3:1][c:2]1[n:3][c:4]2[n:5]3[c:6]1[c:7]([S:13][CH2:14][CH2:15][CH2:16][CH2:17][CH2:18][NH2:19])[n:8][c:9]3[cH:10][cH:11][cH:12]2. Reactants: COC(C(CC1=CC=C(C=C1)Br)NC(C1=C(C=CC(=C1)Cl)N)=O)=O (2-(2-amino-5-chloro-benzoylamino)-3-(4-bromo-phenyl)-propionic acid methyl ester), FC(C1=CC=C(C=C1)B(O)O)(F)F (4-trifluoromethylbenzene boronic acid), C(=O)([O-])[O-].[Na+].[Na+] (Na2CO3). Reagents/catalysts: C=1C=CC(=CC1)[P](C=2C=CC=CC2)(C=3C=CC=CC3)[Pd]([P](C=4C=CC=CC4)(C=5C=CC=CC5)C=6C=CC=CC6)([P](C=7C=CC=CC7)(C=8C=CC=CC8)C=9C=CC=CC9)[P](C=1C=CC=CC1)(C=1C=CC=CC1)C=1C=CC=CC1 (Pd(PPh3)4). Solvent: COCCOC (DME). The product is COC(C(CC1=CC=C(C=C1)C1=CC=C(C=C1)C(F)(F)F)NC(C1=C(C=CC(=C1)Cl)N)=O)=O (2-(2-amino-5-chloro-benzoylamino)-3-(4′-trifluoromethyl-biphenyl-4-yl)-propionic acid methyl ester). Yield: 122.9%. As a reaction SMILES: [CH3:1][O:2][C:3](=[O:24])[CH:4]([NH:13][C:14](=[O:23])[C:15]1[CH:20]=[C:19]([Cl:21])[CH:18]=[CH:17][C:16]=1[NH2:22])[CH2:5][C:6]1[CH:11]=[CH:10][C:9](Br)=[CH:8][CH:7]=1.[F:25][C:26]([F:37])([F:36])[C:27]1[CH:32]=[CH:31][C:30](B(O)O)=[CH:29][CH:28]=1.C([O-])([O-])=O.[Na+].[Na+]>COCCOC.C1C=CC([P]([Pd]([P](C2C=CC=CC=2)(C2C=CC=CC=2)C2C=CC=CC=2)([P](C2C=CC=CC=2)(C2C=CC=CC=2)C2C=CC=CC=2)[P](C2C=CC=CC=2)(C2C=CC=CC=2)C2C=CC=CC=2)(C2C=CC=CC=2)C2C=CC=CC=2)=CC=1>[CH3:1][O:2][C:3](=[O:24])[CH:4]([NH:13][C:14](=[O:23])[C:15]1[CH:20]=[C:19]([Cl:21])[CH:18]=[CH:17][C:16]=1[NH2:22])[CH2:5][C:6]1[CH:11]=[CH:10][C:9]([C:30]2[CH:31]=[CH:32][C:27]([C:26]([F:37])([F:36])[F:25])=[CH:28][CH:29]=2)=[CH:8][CH:7]=1 |f:2.3.4,^1:53,55,74,93|. Reported procedure: A solution of 2-amino-5-chlorobenzoic acid (0.58 g, 3.37 mmol) in DMF (7.0 mL) was reacted with (L)-4-bromophenylalanine methyl ester hydrochloride (1.00 g, 3.37 mmol), HBTU (1.20 g, 3.37 mmol), and DIEA (1.80 mL, 10.13 mmol) by the general procedure A. The crude product was purified by flash column chromatography on silica gel using DCM (+50% hexane) followed by DCM to give 0.890 g (64%) of 2-(2-amino-5-chloro-benzoylamino)-3-(4-bromo-phenyl)-propionic acid methyl ester as a white solid. A solu...